The task is: describe an organic reaction: reactants, conditions, products, and yield. This data is from the Open Reaction Database (ORD), a public repository of structured organic reaction records. Starting materials: C=CCCC(O)(CCOCCCCCCCCCCCCCCCCCC)COCc1ccccc1, ClCCl, O=[O+][O-]. The product is CCCCCCCCCCCCCCCCCCOCCC1(COCc2ccccc2)CCC(O)O1. Reaction SMILES: [CH2:1]([c:2]1[cH:3][cH:4][cH:5][cH:6][cH:7]1)[O:8][CH2:9][C:10]([CH2:11][CH2:12][O:13][CH2:14][CH2:15][CH2:16][CH2:17][CH2:18][CH2:19][CH2:20][CH2:21][CH2:22][CH2:23][CH2:24][CH2:25][CH2:26][CH2:27][CH2:28][CH2:29][CH2:30][CH3:31])([CH2:32][CH2:33][CH:34]=[CH2:35])[OH:36].[CH2:40]([Cl:41])[Cl:42].[O-:37][O+:38]=[O:39]>>[CH2:1]([c:2]1[cH:3][cH:4][cH:5][cH:6][cH:7]1)[O:8][CH2:9][C:10]1([CH2:11][CH2:12][O:13][CH2:14][CH2:15][CH2:16][CH2:17][CH2:18][CH2:19][CH2:20][CH2:21][CH2:22][CH2:23][CH2:24][CH2:25][CH2:26][CH2:27][CH2:28][CH2:29][CH2:30][CH3:31])[CH2:32][CH2:33][CH:34]([OH:37])[O:36]1. Starting materials: C(C#C)(=O)OCC (ethyl propiolate), C(C)(=O)O (acetic acid), C(C)(C)(C)NN=CC1=CC=C(C=C1)F (N-tert-butyl-N′-(4-fluorobenzylidene)hydrazine). Run in ClCCl (dichloromethane), C(C)#N (acetonitrile). Reaction conditions: temperature 50 celsius, time 1 day. Yields the product C(C)OC(=O)C=1C(=NN(C1)C(C)(C)C)C1=CC=C(C=C1)F (4-Ethoxycarbonyl-3-(4-fluoro-phenyl)-1-tert-butyl-1H-pyrazole). Yield: 51.0%. As a reaction SMILES: [C:1]([NH:5][N:6]=[CH:7][C:8]1[CH:13]=[CH:12][C:11]([F:14])=[CH:10][CH:9]=1)([CH3:4])([CH3:3])[CH3:2].[C:15]([O:19][CH2:20][CH3:21])(=[O:18])[C:16]#[CH:17].C(O)(=O)C>C(#N)C.ClCCl>[CH2:20]([O:19][C:15]([C:16]1[C:7]([C:8]2[CH:9]=[CH:10][C:11]([F:14])=[CH:12][CH:13]=2)=[N:6][N:5]([C:1]([CH3:4])([CH3:2])[CH3:3])[CH:17]=1)=[O:18])[CH3:21]. Procedure: Add dropwise a solution of N-tert-butyl-N′-(4-fluorobenzylidene)hydrazine (Tetrahedron, 1986, 42, 4223-4234) (8.4 g, 43.2 mmol) in acetonitrile (43 mL) to a well stirred mixture of ethyl propiolate (4.4 mL, 43.2 mmol) and acetic acid (37 mL, 648 mmol) at RT. Warm the mixture at 50° C. for 2 days and at 60° C. for 1 day. Cool at RT and dilute with dichloromethane (250 mL). Wash the mixture with water (50 mL), a saturated aqueous solution of Na2CO3 (2×50 mL), dry (MgSO4), concentrate and purify (B... Reactants: ClC=1C=CC2=C(C(=NCC(=N2)NN=C(CC=C)C(=O)O)C2=C(C=CC=C2)Cl)C1 (7-chloro-2-[(1-carboxy-3-butenylidene)hydrazino]-5-(o-chlorophenyl)-3H-1,4-benzodiazepine), [N+](=[N-])=C (diazomethane). Yields the product ClC=1C=CC2=C(C(=NCC(=N2)NN=C(CC=C)C(=O)OC)C2=C(C=CC=C2)Cl)C1 (7-chloro-2-[[1-(methoxycarbonyl)-3-butenylidene]hydrazino]-5-(o-chlorphenyl)-3H-1,4-benzodiazepine). As a reaction SMILES: [Cl:1][C:2]1[CH:3]=[CH:4][C:5]2[N:11]=[C:10]([NH:12][N:13]=[C:14]([C:18]([OH:20])=[O:19])[CH2:15][CH:16]=[CH2:17])[CH2:9][N:8]=[C:7]([C:21]3[CH:26]=[CH:25][CH:24]=[CH:23][C:22]=3[Cl:27])[C:6]=2[CH:28]=1.[N+](=[CH2:31])=[N-]>>[Cl:1][C:2]1[CH:3]=[CH:4][C:5]2[N:11]=[C:10]([NH:12][N:13]=[C:14]([C:18]([O:20][CH3:31])=[O:19])[CH2:15][CH:16]=[CH2:17])[CH2:9][N:8]=[C:7]([C:21]3[CH:26]=[CH:25][CH:24]=[CH:23][C:22]=3[Cl:27])[C:6]=2[CH:28]=1. Reported procedure: In the manner given in Example 10, a solution of 7-chloro-2-[(1-carboxy-3-butenylidene)hydrazino]-5-(o-chlorophenyl)-3H-1,4-benzodiazepine can be treated with ethereal diazomethane to give 7-chloro-2-[[1-(methoxycarbonyl)-3-butenylidene]hydrazino]-5-(o-chlorphenyl)-3H-1,4-benzodiazepine. RXN SMILES: [C:29](=[O:30])([O-:31])[O-:32].[CH2:25]([C:26]#[CH:27])[Br:28].[CH3:36][S:37](=[O:38])[CH3:39].[Cl:1][c:2]1[cH:3][c:4]([CH:9]([C:10](=[O:11])[NH:12][CH2:13][CH2:14][c:15]2[cH:16][c:17]([O:22][CH3:23])[c:18]([OH:21])[cH:19][cH:20]2)[OH:24])[cH:5][cH:6][c:7]1[Cl:8].[K+:33].[K+:34].[OH2:35]>>[Cl:1][c:2]1[cH:3][c:4]([CH:9]([C:10](=[O:11])[NH:12][CH2:13][CH2:14][c:15]2[cH:16][c:17]([O:22][CH3:23])[c:18]([O:21][CH2:27][C:26]#[CH:25])[cH:19][cH:20]2)[OH:24])[cH:5][cH:6][c:7]1[Cl:8]. Reactants: O=C([O-])[O-], C#CCBr, CS(C)=O, COc1cc(CCNC(=O)C(O)c2ccc(Cl)c(Cl)c2)ccc1O, [K+], [K+], O. The product is C#CCOc1ccc(CCNC(=O)C(O)c2ccc(Cl)c(Cl)c2)cc1OC. The reactants are Cl(=O)(=O)(=O)[O-].C(C)C1CCC[N+]=2CCC3=C(C12)NC1=CC=CC=C13 (1-ethyl-2,3,4,6,7,12-hexahydro-indolo(2,3-a)quinolizinium perchlorate), ClCCl (dichloromethane), [OH-].[Na+] (sodium hydroxide). The solvent is O (water). Reaction conditions: time 10 minute. Product: C(C)C1(CCCN2CCC3=C(C12)NC1=CC=CC=C13)C(C#N)C ((1-ethyl-1,2,3,4,6,7-hexahydro-12H-indolo[2,3-a]quinolizin-1-yl)-propionitrile). Yield: 79.4%. As a reaction SMILES: Cl([O-])(=O)(=O)=O.[CH2:6]([CH:8]1[C:17]2[C:16]3[NH:18][C:19]4[C:24]([C:15]=3[CH2:14][CH2:13][N+:12]=2[CH2:11][CH2:10][CH2:9]1)=[CH:23][CH:22]=[CH:21][CH:20]=4)[CH3:7].ClCCl.[OH-].[Na+]>O>[CH2:6]([C:8]1([CH:10]([CH3:9])[C:11]#[N:12])[CH:17]2[N:12]([CH2:13][CH2:14][C:15]3[C:24]4[C:19](=[CH:20][CH:21]=[CH:22][CH:23]=4)[NH:18][C:16]=32)[CH2:11][CH2:10][CH2:9]1)[CH3:7] |f:0.1,3.4|. Procedure: 10.0 g (28.5 mmoles) of 1-ethyl-2,3,4,6,7,12-hexahydro-indolo(2,3-a)quinolizinium perchlorate are dissolved in 100 ml. of dichloromethane, and 75 ml. of distilled water and 20 ml. of a 2 n aqueous sodium hydroxide solution are added to the stirred soltion under argon atmosphere. The reaction mixture is stirred for 10 minutes, thereafter the separated organic phase is isolated and dried over anhydrous potassium carbonate. The drying agent is filtered off, 10 ml. of freshly distilled acrylonitrile...